This data is from the Open Reaction Database (ORD), a public repository of structured organic reaction records. The task is: describe an organic reaction: reactants, conditions, products, and yield Starting materials: CCOC(=O)C(C)(Cc1ccc(OCCC2CN(Cc3ccccc3)C(=O)N2C)cc1)Oc1ccccc1F, CCO, [Na+], [OH-]. Yields the product CN1C(=O)N(Cc2ccccc2)CC1CCOc1ccc(CC(C)(Oc2ccccc2F)C(=O)O)cc1. Reaction SMILES: [CH2:1]([CH3:2])[O:3][C:4]([C:5]([CH2:6][c:7]1[cH:8][cH:9][c:10]([O:13][CH2:14][CH2:15][CH:16]2[N:17]([CH3:29])[C:18](=[O:28])[N:19]([CH2:21][c:22]3[cH:23][cH:24][cH:25][cH:26][cH:27]3)[CH2:20]2)[cH:11][cH:12]1)([CH3:30])[O:31][c:32]1[c:33]([F:38])[cH:34][cH:35][cH:36][cH:37]1)=[O:39].[CH3:42][CH2:43][OH:44].[Na+:41].[OH-:40]>>[O:3]=[C:4]([C:5]([CH2:6][c:7]1[cH:8][cH:9][c:10]([O:13][CH2:14][CH2:15][CH:16]2[N:17]([CH3:29])[C:18](=[O:28])[N:19]([CH2:21][c:22]3[cH:23][cH:24][cH:25][cH:26][cH:27]3)[CH2:20]2)[cH:11][cH:12]1)([CH3:30])[O:31][c:32]1[c:33]([F:38])[cH:34][cH:35][cH:36][cH:37]1)[OH:39]. The reactants are CN(C)C=O, COCCl, [K], O=C(O)Cc1oc2cccc-2cc1-c1ccccc1. Product: COCOC(=O)Cc1oc2cccc-2cc1-c1ccccc1. Reaction SMILES: [CH3:25][N:26]([CH3:27])[CH:28]=[O:29].[Cl:21][CH2:22][O:23][CH3:24].[K:1].[c:2]1(-[c:8]2[c:9]([CH2:17][C:18](=[O:19])[OH:20])[o:10][c:11]3[cH:15][cH:14][cH:13][c:12]-3[cH:16]2)[cH:3][cH:4][cH:5][cH:6][cH:7]1>>[c:2]1(-[c:8]2[c:9]([CH2:17][C:18](=[O:19])[O:20][CH2:22][O:23][CH3:24])[o:10][c:11]3[cH:15][cH:14][cH:13][c:12]-3[cH:16]2)[cH:3][cH:4][cH:5][cH:6][cH:7]1. Reported procedure: 5-[1-Ethyl-1-(4-hydroxy-3-methyl-phenyl)-propyl]-benzofuran-2-carboxylic acid ethyl ester (7.10 g, 19.4 mmol) and 1-bromopinacolone (4.17 g, 23.3 mmol) and K2CO3 (5.35 g, 38.8 mmol) are reacted analogous to Example 1E to give the title compound as a pale yellow oil (7.60 g, 84%). Reactants: C(C)OC(=O)C=1OC2=C(C1)C=C(C=C2)C(CC)(C2=CC(=C(C=C2)O)C)CC (5-[1-Ethyl-1-(4-hydroxy-3-methyl-phenyl)-propyl]-benzofuran-2-carboxylic acid ethyl ester), BrCC(C(C)(C)C)=O (1-bromopinacolone), C(=O)([O-])[O-].[K+].[K+] (K2CO3). As a reaction SMILES: [CH2:1]([O:3][C:4]([C:6]1[O:7][C:8]2[CH:14]=[CH:13][C:12]([C:15]([CH2:26][CH3:27])([C:18]3[CH:23]=[CH:22][C:21]([OH:24])=[C:20]([CH3:25])[CH:19]=3)[CH2:16][CH3:17])=[CH:11][C:9]=2[CH:10]=1)=[O:5])[CH3:2].Br[CH2:29][C:30](=[O:35])[C:31]([CH3:34])([CH3:33])[CH3:32].C([O-])([O-])=O.[K+].[K+]>>[CH2:1]([O:3][C:4]([C:6]1[O:7][C:8]2[CH:14]=[CH:13][C:12]([C:15]([C:18]3[CH:23]=[CH:22][C:21]([O:24][CH2:29][C:30](=[O:35])[C:31]([CH3:34])([CH3:33])[CH3:32])=[C:20]([CH3:25])[CH:19]=3)([CH2:26][CH3:27])[CH2:16][CH3:17])=[CH:11][C:9]=2[CH:10]=1)=[O:5])[CH3:2] |f:2.3.4|. Yield: 84.3%. Product: C(C)OC(=O)C=1OC2=C(C1)C=C(C=C2)C(CC)(CC)C2=CC(=C(C=C2)OCC(C(C)(C)C)=O)C (5-{1-[4-(3,3-Dimethyl-2-oxo-butoxy)-3-methyl-phenyl]-1-ethyl-propyl}-benzofuran-2-carboxylic acid ethyl ester). Starting materials: BrC=1C=C(C=CC1)C(CCNC(C(F)(F)F)=O)O (N-(3-(3-bromophenyl)-3-hydroxypropyl)-2,2,2-trifluoroacetamide), C(#C)C1(CCCC1)O (1-ethynylcyclopentanol). The product is FC(C(=O)NCCC(C1=CC(=CC=C1)C#CC1(CCCC1)O)O)(F)F (2,2,2-trifluoro-N-(3-hydroxy-3-(3-((1-hydroxycyclopentyl)ethynyl)phenyl)propyl)-acetamide). As a reaction SMILES: Br[C:2]1[CH:3]=[C:4]([CH:8]([OH:18])[CH2:9][CH2:10][NH:11][C:12](=[O:17])[C:13]([F:16])([F:15])[F:14])[CH:5]=[CH:6][CH:7]=1.[C:19]([C:21]1([OH:26])[CH2:25][CH2:24][CH2:23][CH2:22]1)#[CH:20]>>[F:14][C:13]([F:16])([F:15])[C:12]([NH:11][CH2:10][CH2:9][CH:8]([OH:18])[C:4]1[CH:5]=[CH:6][CH:7]=[C:2]([C:20]#[C:19][C:21]2([OH:26])[CH2:25][CH2:24][CH2:23][CH2:22]2)[CH:3]=1)=[O:17]. Procedure: Sonogashira reaction of bromide 25 with 1-ethynylcyclopentanol yielded 2,2,2-trifluoro-N-(3-hydroxy-3-(3-((1-hydroxycyclopentyl)ethynyl)phenyl)propyl)-acetamide as brown oil. Yield (0.55 g, 55%): 1H NMR (400 MHz, CDCl3) δ 7.41 (s, 1H), 7.28-7.35 (m, 3H), 4.85-4.87 (m, 1H), 3.66-3.70 (m, 1H), 3.38-3.44 (m, 1H), 2.41 (bs, 1H), 1.76-2.08 (m, 10H). The reactants are CN(C)C=O (DMF), ClN(C(=O)C)C1=NOC(=C1)C (3-(chloroacetamino)-5-methylisoxazole), O.O.S1(=O)(=O)NC(=O)C2=CC=CC=C12.[Na] (sodium saccharin dihydrate). Run in O (water). Conditions: temperature 100 celsius. Yields the product CC1=CC(=NO1)NC(CN1S(C2=C(C1=O)C=CC=C2)(=O)=O)=O (2,3,dihydro-N-(5-methyl-3-isoxazolyl)-3-oxo-1,2-benzisothiazole-2-acetamide 1,1-dioxide). Yield: 74.5%. Reaction SMILES: CN(C=O)C.Cl[N:7]([C:11]1[CH:15]=[C:14]([CH3:16])[O:13][N:12]=1)[C:8]([CH3:10])=[O:9].O.O.[S:19]1([C:30]2[C:25](=[CH:26][CH:27]=[CH:28][CH:29]=2)[C:23](=[O:24])[NH:22]1)(=[O:21])=[O:20].[Na]>O>[CH3:16][C:14]1[O:13][N:12]=[C:11]([NH:7][C:8](=[O:9])[CH2:10][N:22]2[C:23](=[O:24])[C:25]3[CH:26]=[CH:27][CH:28]=[CH:29][C:30]=3[S:19]2(=[O:20])=[O:21])[CH:15]=1 |f:2.3.4.5,^1:30|. Procedure: To 2.31 liters of DMF is added 479 grams (2.75 moles) of 3-(chloroacetamino)-5-methylisoxazole followed by 699 grams (2.9 moles) of sodium saccharin dihydrate. The mixture is heated to 100° C. and this temperature is maintained for 2 hours. The cooled reaction mixture is poured into 8 liters of water, filtered and the wet cake is recrystallized from 15 liters of ethanol to give 658 grams (74.8%) of 2,3,dihydro-N-(5-methyl-3-isoxazolyl)-3-oxo-1,2-benzisothiazole-2-acetamide 1,1-dioxide, mp 218-22... Starting materials: CSc1snc(OCC2CCCCC2)c1C#N, O=S(=O)(O)O. Product: CSc1snc(OCC2CCCCC2)c1C(N)=O. As a reaction SMILES: [CH:1]1([CH2:7][O:8][c:9]2[n:10][s:11][c:12]([S:16][CH3:17])[c:13]2[C:14]#[N:15])[CH2:2][CH2:3][CH2:4][CH2:5][CH2:6]1.[S:18]([OH:19])(=[O:20])(=[O:21])[OH:22]>>[CH:1]1([CH2:7][O:8][c:9]2[n:10][s:11][c:12]([S:16][CH3:17])[c:13]2[C:14]([NH2:15])=[O:19])[CH2:2][CH2:3][CH2:4][CH2:5][CH2:6]1.